This data is from the Open Reaction Database (ORD), a public repository of structured organic reaction records. The task is: describe an organic reaction: reactants, conditions, products, and yield Starting materials: C(C1=CC=CC=C1)(=O)OC1=CC=2C[C@@H]3[C@H](C2C=C1)[C@H]3C(=O)OCC (Ethyl (1S,1aS,6aR)-4-(benzoyloxy)-1,1a,6,6a-tetrahydrocyclopropa[a]indene-1-carboxylate), CC[O-].[Na+] (EtONa). Run in C(C)O (ethanol), CCO (EtOH). Reaction conditions: temperature 0 celsius, time 4 hour. The product is OC1=CC=2C[C@@H]3[C@H](C2C=C1)[C@H]3C(=O)OCC (Ethyl (1S,1aS,6aR)-4-hydroxy-1,1a,6,6a-tetrahydrocyclopropa[a]indene-1-carboxylate). Reaction SMILES: C([O:9][C:10]1[CH:18]=[CH:17][C:16]2[C@@H:15]3[C@@H:19]([C:20]([O:22][CH2:23][CH3:24])=[O:21])[C@@H:14]3[CH2:13][C:12]=2[CH:11]=1)(=O)C1C=CC=CC=1.CC[O-].[Na+]>C(O)C>[OH:9][C:10]1[CH:18]=[CH:17][C:16]2[C@@H:15]3[C@@H:19]([C:20]([O:22][CH2:23][CH3:24])=[O:21])[C@@H:14]3[CH2:13][C:12]=2[CH:11]=1 |f:1.2|. Procedure: The benzoyl ester from Step E (30 g, 93.168 mmol) was dissolved in anhydrous ethanol (300 mL) and cooled to 0° C. under nitrogen. A solution of EtONa in EtOH (46.6 mL, 93.200 mmol) was slowly added. The resulting solution was stirred at room temperature for 4 hr. Most of the solvent was removed and the residue was carefully partitioned between ethyl acetate (200 mL) and HCl (aq, 0.5 M, 300 mL) and extracted with ethyl acetate (200 mL). The combined organic solution was washed with brine (200 mL)... Reactants: O=C1CCc2ccccc2N1CCCCBr, CC(C)(C)c1nc(N2CCNCC2)cc(C(F)(F)F)n1, CCOC(C)=O, CN(C)C=O, O=C1CCc2ccccc2N1CCCCCl. Product: CC(C)(C)c1nc(N2CCN(CCCCN3C(=O)CCc4ccccc43)CC2)cc(C(F)(F)F)n1. Reaction SMILES: [Br:17][CH2:18][CH2:19][CH2:20][CH2:21][N:22]1[c:23]2[c:24]([cH:25][cH:26][cH:27][cH:28]2)[CH2:29][CH2:30][C:31]1=[O:32].[C:33]([CH3:34])([CH3:35])([CH3:36])[c:37]1[n:38][c:39]([C:49]([F:50])([F:51])[F:52])[cH:40][c:41]([N:43]2[CH2:44][CH2:45][NH:46][CH2:47][CH2:48]2)[n:42]1.[CH3:53][CH2:54][O:55][C:56](=[O:57])[CH3:58].[CH3:59][N:60]([CH3:61])[CH:62]=[O:63].[Cl:1][CH2:2][CH2:3][CH2:4][CH2:5][N:6]1[C:7](=[O:16])[CH2:8][CH2:9][c:10]2[cH:11][cH:12][cH:13][cH:14][c:15]21>>[CH2:2]([CH2:3][CH2:4][CH2:5][N:6]1[C:7](=[O:16])[CH2:8][CH2:9][c:10]2[cH:11][cH:12][cH:13][cH:14][c:15]21)[N:46]1[CH2:45][CH2:44][N:43]([c:41]2[cH:40][c:39]([C:49]([F:50])([F:51])[F:52])[n:38][c:37]([C:33]([CH3:34])([CH3:35])[CH3:36])[n:42]2)[CH2:48][CH2:47]1. Product: COc1ccc2c(c1)c(C(=O)O)nn2Cc1ccc2oc(-c3nc(C(C)(C)C)cs3)cc2c1. Starting materials: CC(C)(C)c1csc(-c2cc3cc(CCl)ccc3o2)n1, CN(C)C=O, COc1ccc2[nH]nc(C(=O)O)c2c1, [H-], [Na+], O. RXN SMILES: [C:17]([CH3:18])([CH3:19])([CH3:20])[c:21]1[n:22][c:23](-[c:26]2[o:27][c:28]3[c:29]([cH:30]2)[cH:31][c:32]([CH2:35][Cl:36])[cH:33][cH:34]3)[s:24][cH:25]1.[CH3:38][N:39]([CH3:40])[CH:41]=[O:42].[CH3:3][O:4][c:5]1[cH:6][c:7]2[c:8]([C:14](=[O:15])[OH:16])[n:9][nH:10][c:11]2[cH:12][cH:13]1.[H-:1].[Na+:2].[OH2:37]>>[CH3:3][O:4][c:5]1[cH:6][c:7]2[c:8]([C:14](=[O:15])[OH:16])[n:9][n:10]([CH2:35][c:32]3[cH:31][c:29]4[c:28]([o:27][c:26](-[c:23]5[n:22][c:21]([C:17]([CH3:18])([CH3:19])[CH3:20])[cH:25][s:24]5)[cH:30]4)[cH:34][cH:33]3)[c:11]2[cH:12][cH:13]1. The yield is 53.0%. Product: COC1=C(C=C2C(=N1)CCC2)NC(=S)N2CCN(CC2)C2=CC(=CC(=C2)C)C (1-[N-(2-Methoxy-6,7-dihydro-5H-cyclopenta[b]pyridin-3-yl)aminothiocarbonyl]-4-(3,5-dimethylphenyl)piperazine). RXN SMILES: [CH3:1][O:2][C:3]1[N:8]=[C:7]2[CH2:9][CH2:10][CH2:11][C:6]2=[CH:5][C:4]=1[NH:12][C:13](=[S:21])OC1C=CC=CC=1.[CH3:22][C:23]1[CH:24]=[C:25]([N:30]2[CH2:35][CH2:34][NH:33][CH2:32][CH2:31]2)[CH:26]=[C:27]([CH3:29])[CH:28]=1>>[CH3:1][O:2][C:3]1[N:8]=[C:7]2[CH2:9][CH2:10][CH2:11][C:6]2=[CH:5][C:4]=1[NH:12][C:13]([N:33]1[CH2:34][CH2:35][N:30]([C:25]2[CH:26]=[C:27]([CH3:29])[CH:28]=[C:23]([CH3:22])[CH:24]=2)[CH2:31][CH2:32]1)=[S:21]. Reactants: COC1=C(C=C2C(=N1)CCC2)NC(OC2=CC=CC=C2)=S (Phenyl N-(2-methoxy-6,7-dihydro-5H-cyclopenta[b]pyridin-3-yl)thiocarbamate), CC=1C=C(C=C(C1)C)N1CCNCC1 (1-(3,5-dimethylphenyl)piperazine). Procedure: Phenyl N-(2-methoxy-6,7-dihydro-5H-cyclopenta[b]pyridin-3-yl)thiocarbamate and 1-(3,5-dimethylphenyl)piperazine were reacted by the same way with the example 22 to obtain the titled compound.